From a dataset of the Open Reaction Database (ORD), a public repository of structured organic reaction records. describe an organic reaction: reactants, conditions, products, and yield Reactants: CC1(C)OCC(CNS(=O)(=O)c2ccc(C=O)cc2)O1, CO, CC(=O)c1ccc(Cl)cc1Nc1ccccc1, [Na+], [OH-]. Product: CC1(C)OCC(CNS(=O)(=O)c2ccc(C=CC(=O)c3ccc(Cl)cc3Nc3ccccc3)cc2)O1. As a reaction SMILES: [CH3:3][C:4]1([CH3:22])[O:5][CH2:6][CH:7]([CH2:9][NH:10][S:11](=[O:12])(=[O:13])[c:14]2[cH:15][cH:16][c:17]([CH:20]=[O:21])[cH:18][cH:19]2)[O:8]1.[CH3:40][OH:41].[Cl:23][c:24]1[cH:25][c:26]([NH:33][c:34]2[cH:35][cH:36][cH:37][cH:38][cH:39]2)[c:27]([C:30]([CH3:31])=[O:32])[cH:28][cH:29]1.[Na+:2].[OH-:1]>>[CH3:3][C:4]1([CH3:22])[O:5][CH2:6][CH:7]([CH2:9][NH:10][S:11](=[O:12])(=[O:13])[c:14]2[cH:15][cH:16][c:17]([CH:20]=[CH:31][C:30]([c:27]3[c:26]([NH:33][c:34]4[cH:35][cH:36][cH:37][cH:38][cH:39]4)[cH:25][c:24]([Cl:23])[cH:29][cH:28]3)=[O:32])[cH:18][cH:19]2)[O:8]1.